Dataset: the Open Reaction Database (ORD), a public repository of structured organic reaction records. Task: describe an organic reaction: reactants, conditions, products, and yield Starting materials: C=1(C(=CC=CC1)C)C (xylene), [F-].[K+] (potassium fluoride), trimethyl (ethoxypolyoxypropyl)ammonium chloride, ClC1=C(C=CC=C1)[N+](=O)[O-] (2-chloronitrobenzene). The reagents and catalysts are [Cl-].C[N+](C)(C)C (tetramethylammonium chloride). Run at temperature 150 celsius, time 21 hour. The product is FC1=C(C=CC=C1)[N+](=O)[O-] (2-fluoronitrobenzene). Yield: 42.1%. As a reaction SMILES: [F-:1].[K+].Cl[C:4]1[CH:9]=[CH:8][CH:7]=[CH:6][C:5]=1[N+:10]([O-:12])=[O:11].C1(C)C(C)=CC=CC=1>[Cl-].C[N+](C)(C)C>[F:1][C:4]1[CH:9]=[CH:8][CH:7]=[CH:6][C:5]=1[N+:10]([O-:12])=[O:11] |f:0.1,4.5|. Reported procedure: In a 2-liter flange flask fitted with a distillation bridge and impeller stirrer, 348.6 g (6.0 mol) of potassium fluoride, 71.1 g (0.1 mol) of trimethyl (ethoxypolyoxypropyl)ammonium chloride and 23.5 g (0.21 mol) of tetramethylammonium chloride were introduced at 120° C. into the melt of 939 g (6.0 mol) of 2-chloronitrobenzene. Subsequently, 100 g (0.38 mol) of xylene were added and the reaction suspension was heated to 150° C., the xylene was removed under reduced pressure and the mixture was ...